From a dataset of the Open Reaction Database (ORD), a public repository of structured organic reaction records. describe an organic reaction: reactants, conditions, products, and yield The reactants are 3-methory-phenylboron, Tetrakis-triphenylphosphine palladium, C([O-])([O-])=O.[Na+].[Na+] (sodium carbonate), NC1=NC=C(C(=N1)N)CC1=CC(=C(C(=C1)OCC)Br)OCC (2,4-diamino-5-(4-bromo-3,5-diethoxybenzyl)pyrimidine). Solvent: C(C)O (ethanol), C(OC)COC (dimethoxyethane), C(OC)COC (dimethoxyethane). The product is C(C)OC1=C(C(=CC(=C1)CC=1C(=NC(=NC1)N)N)OCC)C1=CC(=CC=C1)OC (5-(2,6-Diethoxy-3′-methoxy-biphenyl-4-ylmethyl)-pyrimidine-2,4-diamine). RXN SMILES: [NH2:1][C:2]1[N:7]=[C:6]([NH2:8])[C:5]([CH2:9][C:10]2[CH:15]=[C:14]([O:16][CH2:17][CH3:18])[C:13](Br)=[C:12]([O:20][CH2:21][CH3:22])[CH:11]=2)=[CH:4][N:3]=1.[C:23](=[O:26])([O-])[O-].[Na+].[Na+]>C(COC)OC.C(O)C>[CH2:17]([O:16][C:14]1[CH:15]=[C:10]([CH2:9][C:5]2[C:6]([NH2:8])=[N:7][C:2]([NH2:1])=[N:3][CH:4]=2)[CH:11]=[C:12]([O:20][CH2:21][CH3:22])[C:13]=1[C:10]1[CH:15]=[CH:14][CH:13]=[C:12]([O:26][CH3:23])[CH:11]=1)[CH3:18] |f:1.2.3|. Reported procedure: Tetrakis-triphenylphosphine-palladium (57 mg; 0.050 mmol) is suspended in dimethoxyethane (1 ml), while gassing with argon, and 2,4-diamino-5-(4-bromo-3,5-diethoxybenzyl)pyrimidine (367 mg; 1 mmol) in dimethoxyethane (6 ml) is added. After stirring for a quarter of an hour at room temperature, 3-methory-phenylboron acid (228 mg; 1.5 mmol) in ethanol (1.5 ml) is added, the mixture is stirred for a further 5 minutes at room temperature, an aqueous 2 M sodium carbonate solution (4.2 ml; 8.5 mmol) i...